Dataset: the Open Reaction Database (ORD), a public repository of structured organic reaction records. Task: describe an organic reaction: reactants, conditions, products, and yield Starting materials: [OH-].[Na+] (sodium hydroxide), CC1(CC(C2=C(N=C(S2)NC(=S)NC)C1)C)C (N-(5,5,7-trimethyl-4,5,6,7-tetrahydrobenzothiazol-2-yl)-N'-methylthiourea), C1OCOCO1 (s-trioxane). The solvent is O (water). Run at temperature 5 celsius, time 16 hour. Product: CC1(CC(C2=C(N=C(S2)N2COCN(C2=O)C)C1)C)C (3-(5,5,7-TRIMETHYL-4,5,6,7-TETRAHYDROBENZOTHIAZOL-2-yl)-5-METHYLTETRAHYDRO-1,3,5-OXADIAZIN-4-ONE), 3-(5,5,7-trimethyl-4,5,6,7-tetrahydrobenzothizol-2-yl)-5-methyltetrahydro-1,3,5-oxidiazin-4-one. Reaction SMILES: [CH3:1][C:2]1([CH3:17])[CH2:15][C:6]2[N:7]=[C:8]([NH:10][C:11]([NH:13][CH3:14])=S)[S:9][C:5]=2[CH:4]([CH3:16])[CH2:3]1.[CH2:18]1[O:23][CH2:22]OCO1.[OH-:24].[Na+]>O>[CH3:1][C:2]1([CH3:17])[CH2:15][C:6]2[N:7]=[C:8]([N:10]3[C:11](=[O:24])[N:13]([CH3:14])[CH2:22][O:23][CH2:18]3)[S:9][C:5]=2[CH:4]([CH3:16])[CH2:3]1 |f:2.3|. Procedure: Sulfuric acid, 85% concentration, (40 grams) is charged into a glass reaction vessel fitted with a mechanical stirrer and thermometer and is cooled to about 5° C. N-(5,5,7-trimethyl-4,5,6,7-tetrahydrobenzothiazol-2-yl)-N'-methylthiourea (0.015 mole) and s-trioxane (0.015 mole) are added portionwise, with stirring to the cold surfuric acid. Stirring is continued for a period of about 16 hours at room temperature. The reaction mixture is then diluted 1:1 with water and neutralized with aqueous 40%... Reactants: N(O)=C(C#N)C(C)C (2-oximino-3-methylbutyronitrile), [OH-].[Na+] (NaOH), O (water), O (water). Yields the product N(O)=C(C(=O)O)C(C)C (2-oximino-3-methylbutanoic acid). As a reaction SMILES: [N:1](=[C:3]([CH:6]([CH3:8])[CH3:7])[C:4]#N)[OH:2].[OH-:9].[Na+].[OH2:11]>>[N:1](=[C:3]([CH:6]([CH3:8])[CH3:7])[C:4]([OH:11])=[O:9])[OH:2] |f:1.2|. Reported procedure: A solution of 3.36 g of 2-oximino-3-methylbutyronitrile, 7 ml of 50% NaOH and 3 ml of water is refluxed under a slow stream of nitrogen for several hours. This is allowed to cool to RT. The mixture is then diluted with water and washed with ether to remove the neutrals. The aqueous layer is acidified and extracted into ether to give 2-oximino-3-methylbutanoic acid, m.p. =153° (dec). The reactants are O=C([O-])[O-], CN(C)CCCl, CCOC(C)=O, [K+], [K+], COc1ccc(C2Sc3cccc4cccc(c34)NC(=O)C2O)cc1. Yields the product COc1ccc(C2Sc3cccc4cccc(c34)N(CCN(C)C)C(=O)C2O)cc1. As a reaction SMILES: [C:26](=[O:27])([O-:28])[O-:29].[CH3:32][N:33]([CH2:34][CH2:35][Cl:36])[CH3:37].[CH3:38][CH2:39][O:40][C:41](=[O:42])[CH3:43].[K+:30].[K+:31].[OH:1][CH:2]1[C:3](=[O:25])[NH:4][c:5]2[c:6]3[c:7]([cH:18][cH:19][cH:20][c:21]3[cH:22][cH:23][cH:24]2)[S:8][CH:9]1[c:10]1[cH:11][cH:12][c:13]([O:16][CH3:17])[cH:14][cH:15]1>>[OH:1][CH:2]1[C:3](=[O:25])[N:4]([CH2:35][CH2:34][N:33]([CH3:32])[CH3:37])[c:5]2[c:6]3[c:7]([cH:18][cH:19][cH:20][c:21]3[cH:22][cH:23][cH:24]2)[S:8][CH:9]1[c:10]1[cH:11][cH:12][c:13]([O:16][CH3:17])[cH:14][cH:15]1. Starting materials: CCCOCCOc1ccc(OB([O-])[O-])cc1, COC(=O)C1=Cc2cc(Br)ccc2N(CC(C)C)CC1, O=C([O-])[O-], CCO, [K+], [K+], O, O, Cc1ccccc1. Yields the product CCCOCCOc1ccc(-c2ccc3c(c2)C=C(C(=O)OC)CCN3CC(C)C)cc1. RXN SMILES: [B:21]([O-:22])([O-:36])[O:37][c:23]1[cH:24][cH:25][c:26]([O:29][CH2:30][CH2:31][O:32][CH2:33][CH2:34][CH3:35])[cH:27][cH:28]1.[Br:1][c:2]1[cH:3][cH:4][c:5]2[c:6]([cH:20]1)[CH:7]=[C:8]([C:16](=[O:17])[O:18][CH3:19])[CH2:9][CH2:10][N:11]2[CH2:12][CH:13]([CH3:14])[CH3:15].[C:38](=[O:39])([O-:40])[O-:41].[CH2:46]([OH:47])[CH3:48].[K+:42].[K+:43].[OH2:44].[OH2:45].[c:49]1([CH3:50])[cH:51][cH:52][cH:53][cH:54][cH:55]1>>[c:2]1(-[c:23]2[cH:24][cH:25][c:26]([O:29][CH2:30][CH2:31][O:32][CH2:33][CH2:34][CH3:35])[cH:27][cH:28]2)[cH:3][cH:4][c:5]2[c:6]([cH:20]1)[CH:7]=[C:8]([C:16](=[O:17])[O:18][CH3:19])[CH2:9][CH2:10][N:11]2[CH2:12][CH:13]([CH3:14])[CH3:15]. Reactants: [Mg] (magnesium), O1C=CC(C=C1)=O (4H-pyran-4-one), solution, ClCC(CC)(CCl)CCl (1,1,1-tris(chloromethyl)propane), ice, [Cl-].[NH4+] (ammonium chloride), II (iodine), BrC=CBr (1,2-dibromoethene), ClCC(CC)(CCl)CCl (1,1,1-tris(chloromethyl)propane). The solvent is O1CCCC1 (tetrahydrofuran), O1CCCC1 (tetrahydrofuran), O1CCCC1 (tetrahydrofuran). Run at temperature -20 celsius, time 20 minute. The product is C=C(CCC1(CCOCC1)O)CC (Tetrahydro-4-(3-methylenepentyl)-2H-pyran-4-ol). RXN SMILES: [Mg].II.Br[CH:5]=[CH:6]Br.Cl[CH2:9][C:10](CCl)(CCl)[CH2:11][CH3:12].[O:17]1[CH:22]=[CH:21][C:20](=[O:23])[CH:19]=[CH:18]1.[Cl-].[NH4+]>O1CCCC1>[CH2:9]=[C:10]([CH2:5][CH3:6])[CH2:11][CH2:12][C:20]1([OH:23])[CH2:21][CH2:22][O:17][CH2:18][CH2:19]1 |f:5.6|. Reported procedure: To 8.50 g of dry magnesium shavings was added 100 ml of tetrahydrofuran and a small crystal of iodine. After 20 minutes, 0.5 ml of 1,2-dibromoethene was added using a syringe followed by the dropwise addition of 5 ml of a 70% solution of 1,1,1-tris(chloromethyl)propane in tetrahydrofuran with evolution of heat and gas. While stirring, additional 1,1,1-tris(chloromethyl)propane solution was added, to total 44.7 g at a rate to maintain reflux. The refluxing was continued for an additional 0.5 hour... The reactants are CO[Na] (MeONa), C(C1=CC=CC=C1)N1N=C(/C(/C1=O)=C(\CC1=CC(=CC=C1)OC)/NCC1=NC=CC=C1)CC(=O)OC (methyl [(4Z)-1-benzyl-4-{2-(3-methoxyphenyl)-1-[(pyridin-2-ylmethyl)amino]ethylidene}-5-oxo-4,5-dihydro-1H-pyrazol-3-yl]acetate). Run in CO (MeOH). The product is C(C1=CC=CC=C1)N1NC=2C(=C(N(C(C2)=O)CC2=NC=CC=C2)CC2=CC(=CC=C2)OC)C1=O (2-benzyl-4-(3-methoxybenzyl)-5-(pyridin-2-ylmethyl)-1H-pyrazolo[4,3-c]pyridine-3,6(2H,5H)-dione). The yield is 43.0%. Reaction SMILES: CO[Na].[CH2:4]([N:11]1[C:15](=[O:16])/[C:14](=[C:17](\[NH:27][CH2:28][C:29]2[CH:34]=[CH:33][CH:32]=[CH:31][N:30]=2)/[CH2:18][C:19]2[CH:24]=[CH:23][CH:22]=[C:21]([O:25][CH3:26])[CH:20]=2)/[C:13]([CH2:35][C:36]([O:38]C)=O)=[N:12]1)[C:5]1[CH:10]=[CH:9][CH:8]=[CH:7][CH:6]=1>CO>[CH2:4]([N:11]1[C:15](=[O:16])[C:14]2=[C:17]([CH2:18][C:19]3[CH:24]=[CH:23][CH:22]=[C:21]([O:25][CH3:26])[CH:20]=3)[N:27]([CH2:28][C:29]3[CH:34]=[CH:33][CH:32]=[CH:31][N:30]=3)[C:36](=[O:38])[CH:35]=[C:13]2[NH:12]1)[C:5]1[CH:6]=[CH:7][CH:8]=[CH:9][CH:10]=1. Procedure details: The above obtained methyl [(4Z)-1-benzyl-4-{2-(3-methoxyphenyl)-1-[(pyridin-2-ylmethyl)amino]ethylidene}-5-oxo-4,5-dihydro-1H-pyrazol-3-yl]acetate (Compound of Formula (VIII) was treated with freshly prepared MeONa in MeOH (2M, 20 ml). The solution was stirred at room temperature until disappearance of the starting enamine (t=0.5-2 h). The reaction mixture was concentrated in vacuum to eliminate MeOH and the crude was dissolved in ethyl acetate (80 ml), extracted with water (30 ml*3). Then the c...